Dataset: the Open Reaction Database (ORD), a public repository of structured organic reaction records. Task: describe an organic reaction: reactants, conditions, products, and yield Starting materials: C(C)(C)(C)[O-].[K+] (potassium tert-butanolate), C(CC(=O)OCC)(=O)OCC (diethyl malonate), BrC=1C(N(C=CC1)C1=C(C=C(C=C1)[N+](=O)[O-])COC)=O (3-bromo-1-[2-(methoxymethyl)-4-nitrophenyl]pyridin-2(1H)-one). Solvent: O1CCOCC1 (dioxane), C(C)(=O)OCC (ethyl acetate), Cl (hydrochloric acid). Conditions: time 1 hour. The product is C(C)OC(C(C(=O)OCC)C=1C(N(C=CC1)C1=C(C=C(C=C1)[N+](=O)[O-])COC)=O)=O (diethyl-{1-[2-(methoxymethyl)-4-nitrophenyl]-2-oxo-1,2-dihydropyridin-3-yl}malonate). Reaction SMILES: C([O-])(C)(C)C.[K+].[C:7]([O:15][CH2:16][CH3:17])(=[O:14])[CH2:8][C:9]([O:11][CH2:12][CH3:13])=[O:10].Br[C:19]1[C:20](=[O:37])[N:21]([C:25]2[CH:30]=[CH:29][C:28]([N+:31]([O-:33])=[O:32])=[CH:27][C:26]=2[CH2:34][O:35][CH3:36])[CH:22]=[CH:23][CH:24]=1>O1CCOCC1.C(OCC)(=O)C.Cl>[CH2:16]([O:15][C:7](=[O:14])[CH:8]([C:19]1[C:20](=[O:37])[N:21]([C:25]2[CH:30]=[CH:29][C:28]([N+:31]([O-:33])=[O:32])=[CH:27][C:26]=2[CH2:34][O:35][CH3:36])[CH:22]=[CH:23][CH:24]=1)[C:9]([O:11][CH2:12][CH3:13])=[O:10])[CH3:17] |f:0.1|. Procedure details: Under argon, a suspension of 49.3 g (513 mmol) of potassium tert-butanolate was introduced as initial charge at RT in 360 ml of dioxane, and 82.2 g (513 mmol) of diethyl malonate were added such that the temperature remained below 30° C. The reaction mixture was stirred for 1 h at RT, 3.4 g (11.0 mmol) of bis(2-pyridinecarboxylato)copper(II) complex and 49.7 g (147 mmol) of 3-bromo-1-[2-(methoxymethyl)-4-nitrophenyl]pyridin-2(1H)-one were added and the mixture was stirred for 4.5 h at 95° C. A f... Reactants: [Al+3], CN(C)C=O, [Cl-], [Cl-], [Cl-], O=C(Cl)C(=O)Cl, ClCCl, Cl, O=C(O)CCOc1cccc(F)c1. Product: O=C1CCOc2cc(F)ccc21. RXN SMILES: [Al+3:23].[CH3:28][N:29]([CH3:30])[CH:31]=[O:32].[Cl-:20].[Cl-:21].[Cl-:22].[Cl:14][C:15]([C:16]([Cl:17])=[O:18])=[O:19].[Cl:25][CH2:26][Cl:27].[ClH:24].[F:1][c:2]1[cH:3][c:4]([O:5][CH2:6][CH2:7][C:8](=[O:9])[OH:10])[cH:11][cH:12][cH:13]1>>[F:1][c:2]1[cH:3][c:4]2[c:11]([cH:12][cH:13]1)[C:8](=[O:10])[CH2:7][CH2:6][O:5]2. Starting materials: NC1=CC2=C(NC1=O)OCC1=C2C=CC=C1 (2-amino-4,6-dihydro-3H-[2]benzopyrano[3,4-b]pyridin-3-one), N1=CC=CC=C1 (pyridine), C(C)(=O)Cl (acetyl chloride). Procedure details: To 2.0 gm of 2-amino-4,6-dihydro-3H-[2]benzopyrano[3,4-b]pyridin-3-one, in 100 ml of chloroform containing 1 ml of pyridine, add 0.80 gm of acetyl chloride. Stir the reaction at room temperature for 5 hours. Filter and wash the solution with water. Remove the solvent by stripping to give the title compound. Yields the product C(C)(=O)NC1=CC2=C(NC1=O)OCC1=C2C=CC=C1 (2-(N-acetylamino)-4,6-dihydro-3H[2]benzopyrano[3,4-b]pyridin-3-one). RXN SMILES: [NH2:1][C:2]1[C:7](=[O:8])[NH:6][C:5]2[O:9][CH2:10][C:11]3[CH:16]=[CH:15][CH:14]=[CH:13][C:12]=3[C:4]=2[CH:3]=1.N1C=CC=CC=1.[C:23](Cl)(=[O:25])[CH3:24]>C(Cl)(Cl)Cl>[C:23]([NH:1][C:2]1[C:7](=[O:8])[NH:6][C:5]2[O:9][CH2:10][C:11]3[CH:16]=[CH:15][CH:14]=[CH:13][C:12]=3[C:4]=2[CH:3]=1)(=[O:25])[CH3:24]. Run in C(Cl)(Cl)Cl (chloroform).